Dataset: the Open Reaction Database (ORD), a public repository of structured organic reaction records. Task: describe an organic reaction: reactants, conditions, products, and yield Starting materials: Cl (HCl), C(#N)C=1C=C(C=CC1)C(C(C=1C=NC=CC1)C=1C=NC=CC1)NS(=O)C(C)(C)C (N-[1-(3-cyanophenyl)-2,2-dipyridin-3-ylethyl]-2-methylpropane-2-sulfinamide), C(=O)(O)[O-].[Na+] (NaHCO3). Run in O (H2O), CO (CH3OH). Conditions: temperature 0 celsius, time 7 hour. Yields the product NC(C(C=1C=NC=CC1)C=1C=NC=CC1)C=1C=C(C#N)C=CC1 (3-(1-amino-2,2-dipyridin-3-ylethyl)benzonitrile). As a reaction SMILES: [C:1]([C:3]1[CH:4]=[C:5]([CH:9]([NH:23]S(C(C)(C)C)=O)[CH:10]([C:17]2[CH:18]=[N:19][CH:20]=[CH:21][CH:22]=2)[C:11]2[CH:12]=[N:13][CH:14]=[CH:15][CH:16]=2)[CH:6]=[CH:7][CH:8]=1)#[N:2].Cl.C([O-])(O)=O.[Na+]>CO.O>[NH2:23][CH:9]([C:5]1[CH:4]=[C:3]([CH:8]=[CH:7][CH:6]=1)[C:1]#[N:2])[CH:10]([C:17]1[CH:18]=[N:19][CH:20]=[CH:21][CH:22]=1)[C:11]1[CH:12]=[N:13][CH:14]=[CH:15][CH:16]=1 |f:2.3|. Procedure details: N-[1-(3-cyanophenyl)-2,2-dipyridin-3-ylethyl]-2-methylpropane-2-sulfinamide (Diastereomer B, 1.567 g, 3.87 mmol) was dissolved in CH3OH (15 mL) and the solution was cooled to 0° C. HCl (4 M solution in dioxane, 2.905 mL, 11.62 mmol) was added drop-wise. The reaction was allowed to warm to RT and was stirred for 7 hr. The reaction was diluted with H2O and the pH was adjusted to pH=7 using saturated aqueous NaHCO3. The product was extracted with ethyl acetate (3×75 mL) followed by isobutanol (6×50... Starting materials: [C-]#N, [C-]#N, CCOC(=O)c1cc2c(OS(=O)(=O)C(F)(F)F)cccc2cc1Cl, CN(C)C=O, O, [Zn+2], c1ccc(P(c2ccccc2)(c2ccccc2)[Pd](P(c2ccccc2)(c2ccccc2)c2ccccc2)(P(c2ccccc2)(c2ccccc2)c2ccccc2)P(c2ccccc2)(c2ccccc2)c2ccccc2)cc1. The product is CCOC(=O)c1cc2c(C#N)cccc2cc1Cl. RXN SMILES: [C-:31]#[N:32].[C-:34]#[N:35].[CH2:1]([CH3:2])[O:3][C:4](=[O:5])[c:6]1[cH:7][c:8]2[c:9]([O:17][S:18]([C:19]([F:20])([F:21])[F:22])(=[O:23])=[O:24])[cH:10][cH:11][cH:12][c:13]2[cH:14][c:15]1[Cl:16].[CH3:26][N:27]([CH3:28])[CH:29]=[O:30].[OH2:25].[Zn+2:33].[cH:36]1[cH:37][cH:38][c:39]([P:40]([Pd:41]([P:42]([c:43]2[cH:44][cH:45][cH:46][cH:47][cH:48]2)([c:49]2[cH:50][cH:51][cH:52][cH:53][cH:54]2)[c:55]2[cH:56][cH:57][cH:58][cH:59][cH:60]2)([P:61]([c:62]2[cH:63][cH:64][cH:65][cH:66][cH:67]2)([c:68]2[cH:69][cH:70][cH:71][cH:72][cH:73]2)[c:74]2[cH:75][cH:76][cH:77][cH:78][cH:79]2)[P:80]([c:81]2[cH:82][cH:83][cH:84][cH:85][cH:86]2)([c:87]2[cH:88][cH:89][cH:90][cH:91][cH:92]2)[c:93]2[cH:94][cH:95][cH:96][cH:97][cH:98]2)([c:99]2[cH:100][cH:101][cH:102][cH:103][cH:104]2)[c:105]2[cH:106][cH:107][cH:108][cH:109][cH:110]2)[cH:111][cH:112]1>>[CH2:1]([CH3:2])[O:3][C:4](=[O:5])[c:6]1[cH:7][c:8]2[c:9]([C:26]#[N:27])[cH:10][cH:11][cH:12][c:13]2[cH:14][c:15]1[Cl:16]. The reactants are O=S(=O)(Cl)c1ccc(Cl)nc1, ClCCl, CC1CN(Cc2ccc(N)cc2)CCN1C(=O)OC(C)(C)C, c1ccncc1. Yields the product CC1CN(Cc2ccc(NS(=O)(=O)c3ccc(Cl)nc3)cc2)CCN1C(=O)OC(C)(C)C. Reaction SMILES: [Cl:29][c:30]1[n:31][cH:32][c:33]([S:36](=[O:37])(=[O:38])[Cl:39])[cH:34][cH:35]1.[Cl:40][CH2:41][Cl:42].[NH2:1][c:2]1[cH:3][cH:4][c:5]([CH2:8][N:9]2[CH2:10][CH:11]([CH3:22])[N:12]([C:15](=[O:16])[O:17][C:18]([CH3:19])([CH3:20])[CH3:21])[CH2:13][CH2:14]2)[cH:6][cH:7]1.[cH:23]1[cH:24][cH:25][n:26][cH:27][cH:28]1>>[NH:1]([c:2]1[cH:3][cH:4][c:5]([CH2:8][N:9]2[CH2:10][CH:11]([CH3:22])[N:12]([C:15](=[O:16])[O:17][C:18]([CH3:19])([CH3:20])[CH3:21])[CH2:13][CH2:14]2)[cH:6][cH:7]1)[S:36]([c:33]1[cH:32][n:31][c:30]([Cl:29])[cH:35][cH:34]1)(=[O:37])=[O:38].